From a dataset of the Open Reaction Database (ORD), a public repository of structured organic reaction records. describe an organic reaction: reactants, conditions, products, and yield Product: CC1(C=Cc2ncon2)C(C(=O)O)N2C(=O)CC2S1(=O)=O. The reactants are CC1(C=Cc2ncon2)C(C(=O)OC(c2ccccc2)c2ccccc2)N2C(=O)CC2S1(=O)=O, CCCCCC, Cc1cccc(O)c1. As a reaction SMILES: [CH3:1][C:2]1([CH:28]=[CH:29][c:30]2[n:31][o:32][cH:33][n:34]2)[CH:3]([C:12](=[O:13])[O:14][CH:15]([c:16]2[cH:17][cH:18][cH:19][cH:20][cH:21]2)[c:22]2[cH:23][cH:24][cH:25][cH:26][cH:27]2)[N:4]2[C:5](=[O:11])[CH2:6][CH:7]2[S:8]1(=[O:9])=[O:10].[CH3:35][CH2:36][CH2:37][CH2:38][CH2:39][CH3:40].[CH3:41][c:42]1[cH:43][c:44]([OH:45])[cH:46][cH:47][cH:48]1>>[CH3:1][C:2]1([CH:28]=[CH:29][c:30]2[n:31][o:32][cH:33][n:34]2)[CH:3]([C:12](=[O:13])[OH:14])[N:4]2[C:5](=[O:11])[CH2:6][CH:7]2[S:8]1(=[O:9])=[O:10].